This data is from the Open Reaction Database (ORD), a public repository of structured organic reaction records. The task is: describe an organic reaction: reactants, conditions, products, and yield Starting materials: N1CCC(CC1)C1=C2CC(NC2=CC=C1)=O (4-Piperidin-4-yl-1,3-dihydroindol-2-one), N1=CC=C(C=C1)NC(=O)C1=C(NC(=C1C1=CC=CC=C1)C=O)C (5-formyl-2-methyl-4-phenyl-1H-pyrrole-3-carboxylic acid pyridin-4-ylamide). Product: N1=CC=C(C=C1)NC(=O)C1=C(NC(=C1C1=CC=CC=C1)C=C1C(NC2=CC=CC(=C12)C1CCNCC1)=O)C (2-Methyl-5-(2-oxo-4-piperidin-4-yl-1,2-dihydroindol-3-ylidenemethyl)-4-phenyl-1H-pyrrole-3-carboxylic Acid pyridin-4-ylamide). As a reaction SMILES: [NH:1]1[CH2:6][CH2:5][CH:4]([C:7]2[CH:15]=[CH:14][CH:13]=[C:12]3[C:8]=2[CH2:9][C:10](=[O:16])[NH:11]3)[CH2:3][CH2:2]1.[N:17]1[CH:22]=[CH:21][C:20]([NH:23][C:24]([C:26]2[C:30]([C:31]3[CH:36]=[CH:35][CH:34]=[CH:33][CH:32]=3)=[C:29]([CH:37]=O)[NH:28][C:27]=2[CH3:39])=[O:25])=[CH:19][CH:18]=1>>[N:17]1[CH:22]=[CH:21][C:20]([NH:23][C:24]([C:26]2[C:30]([C:31]3[CH:32]=[CH:33][CH:34]=[CH:35][CH:36]=3)=[C:29]([CH:37]=[C:9]3[C:8]4[C:12](=[CH:13][CH:14]=[CH:15][C:7]=4[CH:4]4[CH2:3][CH2:2][NH:1][CH2:6][CH2:5]4)[NH:11][C:10]3=[O:16])[NH:28][C:27]=2[CH3:39])=[O:25])=[CH:19][CH:18]=1. Procedure: 4-Piperidin-4-yl-1,3-dihydroindol-2-one (45 mg, 0.2 mmol) was condensed with 5-formyl-2-methyl-4-phenyl-1H-pyrrole-3-carboxylic acid pyridin-4-ylamide (67 mg, 0.23 mmol) to give the title compound.